Dataset: the Open Reaction Database (ORD), a public repository of structured organic reaction records. Task: describe an organic reaction: reactants, conditions, products, and yield Reactants: ClCCl, CC(C)(C)OC(=O)N1CCC(O)(c2cc(F)cc(F)c2)C1, O=C(O)C(F)(F)F. The product is OC1(c2cc(F)cc(F)c2)CCNC1. Reaction SMILES: [Cl:29][CH2:30][Cl:31].[F:1][c:2]1[cH:3][c:4]([C:9]2([OH:21])[CH2:10][N:11]([C:14]([O:15][C:16]([CH3:17])([CH3:18])[CH3:19])=[O:20])[CH2:12][CH2:13]2)[cH:5][c:6]([F:8])[cH:7]1.[OH:22][C:23]([C:24]([F:25])([F:26])[F:27])=[O:28]>>[F:1][c:2]1[cH:3][c:4]([C:9]2([OH:21])[CH2:10][NH:11][CH2:12][CH2:13]2)[cH:5][c:6]([F:8])[cH:7]1. The reactants are C(#N)C1=C(C=CC=C1)C=1C(N(C=C(C1)C1=NC=CC=C1)C1=CC(=CC=C1)CO)=O (3-(2-cyanophenyl)-5-(2-pyridyl)-1-(3-hydroxymethylphenyl)-1,2-dihydropyridin-2-one), C(C)(=O)OC(C)=O (acetic anhydride). The solvent is N1=CC=CC=C1 (pyridine). Yields the product C(#N)C1=C(C=CC=C1)C=1C(N(C=C(C1)C1=NC=CC=C1)C1=CC(=CC=C1)COC(C)=O)=O (3-(2-Cyanophenyl)-5-(2-pyridyl)-1-(3-acetoxymethylphenyl)-1,2-dihydropyridin-2-one). RXN SMILES: [C:1]([C:3]1[CH:8]=[CH:7][CH:6]=[CH:5][C:4]=1[C:9]1[C:10](=[O:29])[N:11]([C:21]2[CH:26]=[CH:25][CH:24]=[C:23]([CH2:27][OH:28])[CH:22]=2)[CH:12]=[C:13]([C:15]2[CH:20]=[CH:19][CH:18]=[CH:17][N:16]=2)[CH:14]=1)#[N:2].[C:30](OC(=O)C)(=[O:32])[CH3:31]>N1C=CC=CC=1>[C:1]([C:3]1[CH:8]=[CH:7][CH:6]=[CH:5][C:4]=1[C:9]1[C:10](=[O:29])[N:11]([C:21]2[CH:26]=[CH:25][CH:24]=[C:23]([CH2:27][O:28][C:30](=[O:32])[CH3:31])[CH:22]=2)[CH:12]=[C:13]([C:15]2[CH:20]=[CH:19][CH:18]=[CH:17][N:16]=2)[CH:14]=1)#[N:2]. Reported procedure: To 56 mg of 3-(2-cyanophenyl)-5-(2-pyridyl)-1-(3-hydroxymethylphenyl)-1,2-dihydropyridin-2-one were added 1 ml of acetic anhydride and 1 ml of pyridine and the mixture was stirred at room temperature for one night. The reaction solution was concentrated in vacuo and purified by an NH silica gel chromatography (hexane-ethyl acetate system) to give 30 mg of the title compound. Starting materials: water ice, ClC1=CC=C(C(=O)C=2C(=C(C#N)C=CC2)C)C=C1 (3-p-chlorobenzoyl-2-methyl-benzonitrile), C(C)(=O)O (acetic acid), S(O)(O)(=O)=O (sulfuric acid). Run in O (water). Conditions: temperature 80 celsius. Yields the product ClC1=CC=C(C(=O)C=2C(=C(C(=O)O)C=CC2)C)C=C1 (3-p-chlorobenzoyl-2-methyl-benzoic acid). Reaction SMILES: [Cl:1][C:2]1[CH:18]=[CH:17][C:5]([C:6]([C:8]2[C:9](C)=[C:10]([CH:13]=[CH:14][CH:15]=2)C#N)=[O:7])=[CH:4][CH:3]=1.[C:19]([OH:22])(=[O:21])[CH3:20].S(=O)(=O)(O)O>O>[Cl:1][C:2]1[CH:3]=[CH:4][C:5]([C:6]([C:8]2[C:9]([CH3:10])=[C:20]([CH:13]=[CH:14][CH:15]=2)[C:19]([OH:22])=[O:21])=[O:7])=[CH:17][CH:18]=1. Reported procedure: A mixture of 28 g of 3-p-chlorobenzoyl-2-methyl-benzonitrile, 210 cc of glacial acetic acid, 210 cc of water and 210 cc of concentrated sulfuric acid was refluxed overnight and after cooling to 80° C., the reaction mixture was added to a water-ice mixture. The mixture was vacuum filtered and the resulting precipitate was washed with water until the wash waters were neutral and then dried under reduced pressure to obtain 29.9 g of 3-p-chlorobenzoyl-2-methyl-benzoic acid melting at 205° C. The pro...